Task: describe an organic reaction: reactants, conditions, products, and yield. Dataset: the Open Reaction Database (ORD), a public repository of structured organic reaction records RXN SMILES: [CH:1]([O:4][CH:5]1[CH2:14][CH2:13][C:8]2(OCC[O:9]2)[CH2:7][CH2:6]1)([CH3:3])[CH3:2].CC1C=CC(S(O)(=O)=O)=CC=1>C1COCC1.O>[CH:1]([O:4][CH:5]1[CH2:14][CH2:13][C:8](=[O:9])[CH2:7][CH2:6]1)([CH3:3])[CH3:2]. Solvent: C1CCOC1 (THF), O (water). Run at temperature 100 celsius. The reactants are C(C)(C)OC1CCC2(OCCO2)CC1 (8-isopropoxy-1,4-dioxaspiro[4.5]decane), CC=1C=CC(=CC1)S(=O)(=O)O (p-TsOH). Reported procedure: To a stirred solution of 8-isopropoxy-1,4-dioxaspiro[4.5]decane (0.464 g, 2.317 mmol) in THF (2 mL) and water (2 mL), p-TsOH (0.080 g, 0.463 mmol) was added. The mixture was heated to 100° C. overnight. The resulting mixture was allowed to cool to room temperature and partitioned between EtOAc (30 mL) and water (30 mL). The organic phase was washed with brine (30 mL), dried over MgSO4 and filtered. The solvent was removed under reduced pressure to afford the title compound; Product: C(C)(C)OC1CCC(CC1)=O (4-Isopropoxycyclohexanone). The reactants are O=C([O-])[O-], CN(C)C=O, NC(=O)c1[nH]cnc1N=Cc1ccccc1, ClCc1ccccc1, [K+], [K+], O. Product: NC(=O)c1c(N=Cc2ccccc2)ncn1Cc1ccccc1. As a reaction SMILES: [C:22](=[O:23])([O-:24])[O-:25].[CH3:17][N:18]([CH3:19])[CH:20]=[O:21].[CH:1]([c:2]1[cH:3][cH:4][cH:5][cH:6][cH:7]1)=[N:8][c:9]1[n:10][cH:11][nH:12][c:13]1[C:14](=[O:15])[NH2:16].[Cl:28][CH2:29][c:30]1[cH:31][cH:32][cH:33][cH:34][cH:35]1.[K+:26].[K+:27].[OH2:36]>>[CH:1]([c:2]1[cH:3][cH:4][cH:5][cH:6][cH:7]1)=[N:8][c:9]1[n:10][cH:11][n:12]([CH2:29][c:30]2[cH:31][cH:32][cH:33][cH:34][cH:35]2)[c:13]1[C:14](=[O:15])[NH2:16]. The reactants are C[Si](C)(C)CCOCCl (trimethylsilylethoxymethylchloride), CC#N (CH3CN), COC(C1=C(C=CC=C1)C(C1=CC=C(C=C1)O)=O)=O (2-(4-hydroxybenzoyl)benzoic acid methyl ester), C([O-])([O-])=O.[Cs+].[Cs+] (cesium carbonate). The solvent is C(C)(=O)OCC (ethyl acetate). Reaction conditions: time 24 hour. Product: COC(C1=C(C=CC=C1)C(C1=CC=C(C=C1)OCOCC[Si](C)(C)C)=O)=O (2-[4-(2-trimethylsilanylethoxymethoxy)benzoyl]benzoic acid methyl ester). Yield: 68.0%. RXN SMILES: CC#N.[CH3:4][O:5][C:6](=[O:22])[C:7]1[CH:12]=[CH:11][CH:10]=[CH:9][C:8]=1[C:13](=[O:21])[C:14]1[CH:19]=[CH:18][C:17]([OH:20])=[CH:16][CH:15]=1.C(=O)([O-])[O-].[Cs+].[Cs+].[CH3:29][Si:30]([CH2:33][CH2:34][O:35][CH2:36]Cl)([CH3:32])[CH3:31]>C(OCC)(=O)C>[CH3:4][O:5][C:6](=[O:22])[C:7]1[CH:12]=[CH:11][CH:10]=[CH:9][C:8]=1[C:13](=[O:21])[C:14]1[CH:15]=[CH:16][C:17]([O:20][CH2:36][O:35][CH2:34][CH2:33][Si:30]([CH3:32])([CH3:31])[CH3:29])=[CH:18][CH:19]=1 |f:2.3.4|. Procedure details: Dry CH3CN (50 mL) was added to 2-(4-hydroxybenzoyl)benzoic acid methyl ester (3.65 g, 15 mmol) followed by cesium carbonate (5.4 g, 16.5 mmol) and trimethylsilylethoxymethylchloride (2.9 mL, 16.5 mmol). The system was stirred at room temperature under nitrogen for 24 h and monitored by TLC. Removal of the solvent gave a light yellow oil that was taken up into ethyl acetate (100 mL), washed with water (3×50 mL), brine (40 mL) and dried with MgSO4. The solvent was removed and the crude product was... The reactants are N[C@H]1CCC=2C=CC=CC2C1 ((S)-7-amino-5,6,7,8-tetrahydro-naphthalene), C(C)(=O)OC(C)=O (acetic anhydride). The product is C1[C@H](CCC2=CC=CC=C12)NC(C)=O ((S)—N-(1,2,3,4-Tetrahydro-naphthalen-2-yl)-acetamide). RXN SMILES: [NH2:1][C@@H:2]1[CH2:11][C:10]2[CH:9]=[CH:8][CH:7]=[CH:6][C:5]=2[CH2:4][CH2:3]1.[C:12](OC(=O)C)(=[O:14])[CH3:13]>>[CH2:11]1[C:10]2[C:5](=[CH:6][CH:7]=[CH:8][CH:9]=2)[CH2:4][CH2:3][C@@H:2]1[NH:1][C:12](=[O:14])[CH3:13]. Procedure details: was prepared by reaction of the commercially available (S)-7-amino-5,6,7,8-tetrahydro-naphthalene with acetic anhydride according to known methods. The reactants are C1C(C1)COC1=CC=C(C=N1)O[C@H]1C(NCC1)=O ((R)-3-[6-(2-cyclopropyl-methoxy)-pyridin-3-yloxy]-pyrrolidin-2-one), BrC1=CC(=C2CCC(C2=C1)=O)F (6-bromo-4-fluoro-2,3-dihydro-1H-inden-1-one). The solvent is O1CCOCC1 (1,4-dioxane). Conditions: temperature 80 celsius. Product: C1(CC1)COC1=CC=C(C=N1)O[C@H]1C(N(CC1)C=1C=C2C(CCC2=C(C1)F)=O)=O ((R)-3-(6-Cyclopropylmethoxy-pyridin-3-yloxy)-1-(7-fluoro-3-oxo-indan-5-yl)-pyrrolidin-2-one). RXN SMILES: [CH2:1]1[CH2:3][CH:2]1[CH2:4][O:5][C:6]1[N:11]=[CH:10][C:9]([O:12][C@@H:13]2[CH2:17][CH2:16][NH:15][C:14]2=[O:18])=[CH:8][CH:7]=1.Br[C:20]1[CH:28]=[C:27]2[C:23]([CH2:24][CH2:25][C:26]2=[O:29])=[C:22]([F:30])[CH:21]=1>O1CCOCC1>[CH:2]1([CH2:4][O:5][C:6]2[N:11]=[CH:10][C:9]([O:12][C@@H:13]3[CH2:17][CH2:16][N:15]([C:20]4[CH:28]=[C:27]5[C:23](=[C:22]([F:30])[CH:21]=4)[CH2:24][CH2:25][C:26]5=[O:29])[C:14]3=[O:18])=[CH:8][CH:7]=2)[CH2:3][CH2:1]1. Reported procedure: A mixture of (R)-3-[6-(2-cyclopropyl-methoxy)-pyridin-3-yloxy]-pyrrolidin-2-one (100 mg), 6-bromo-4-fluoro-2,3-dihydro-1H-inden-1-one (92 mg) and 1,4-dioxane (2 mL) was purged with argon. N,N′-Dimethyl-ethylene-diamine (355 mg), cesium carbonate (263 mg) and copper(I) iodide (8 mg) were added. The mixture was heated to 80° C. for 4 hours. After cooling to r.t. the mixture was filtered and the filtrate purified by preparative HPLC to provide Example 1-11. 1H-NMR (400 MHz, DMSO) δ 7.99 (1H, dd, J=... Starting materials: CC1(C)C(=O)NC(=O)N1CCNc1ncc(Br)c(-c2ccc(Cl)s2)n1, O=C([O-])[O-], C1COCCO1, [Na+], [Na+], O, OB(O)c1ccccc1, c1ccc(P(c2ccccc2)(c2ccccc2)[Pd](P(c2ccccc2)(c2ccccc2)c2ccccc2)(P(c2ccccc2)(c2ccccc2)c2ccccc2)P(c2ccccc2)(c2ccccc2)c2ccccc2)cc1. RXN SMILES: [Br:1][c:2]1[c:3](-[c:20]2[s:21][c:22]([Cl:25])[cH:23][cH:24]2)[n:4][c:5]([NH:8][CH2:9][CH2:10][N:11]2[C:12](=[O:19])[NH:13][C:14](=[O:18])[C:15]2([CH3:16])[CH3:17])[n:6][cH:7]1.[C:41](=[O:42])([O-:43])[O-:44].[CH2:35]1[O:36][CH2:37][CH2:38][O:39][CH2:40]1.[Na+:45].[Na+:46].[OH2:47].[OH:26][B:27]([OH:28])[c:29]1[cH:30][cH:31][cH:32][cH:33][cH:34]1.[cH:48]1[cH:49][cH:50][c:51]([P:52]([Pd:53]([P:54]([c:55]2[cH:56][cH:57][cH:58][cH:59][cH:60]2)([c:61]2[cH:62][cH:63][cH:64][cH:65][cH:66]2)[c:67]2[cH:68][cH:69][cH:70][cH:71][cH:72]2)([P:73]([c:74]2[cH:75][cH:76][cH:77][cH:78][cH:79]2)([c:80]2[cH:81][cH:82][cH:83][cH:84][cH:85]2)[c:86]2[cH:87][cH:88][cH:89][cH:90][cH:91]2)[P:92]([c:93]2[cH:94][cH:95][cH:96][cH:97][cH:98]2)([c:99]2[cH:100][cH:101][cH:102][cH:103][cH:104]2)[c:105]2[cH:106][cH:107][cH:108][cH:109][cH:110]2)([c:111]2[cH:112][cH:113][cH:114][cH:115][cH:116]2)[c:117]2[cH:118][cH:119][cH:120][cH:121][cH:122]2)[cH:123][cH:124]1>>[c:2]1(-[c:29]2[cH:30][cH:31][cH:32][cH:33][cH:34]2)[c:3](-[c:20]2[s:21][c:22]([Cl:25])[cH:23][cH:24]2)[n:4][c:5]([NH:8][CH2:9][CH2:10][N:11]2[C:12](=[O:19])[NH:13][C:14](=[O:18])[C:15]2([CH3:16])[CH3:17])[n:6][cH:7]1. The product is CC1(C)C(=O)NC(=O)N1CCNc1ncc(-c2ccccc2)c(-c2ccc(Cl)s2)n1. Product: C(#N)CCCCCC1=CC=CC=2N1C=NC2 (5-(5-cyanopentyl)-imidazo[1,5-a]pyridine). RXN SMILES: [CH3:1][C:2]1[N:7]2[CH:8]=[N:9][CH:10]=[C:6]2[CH:5]=[CH:4][CH:3]=1.C[N:12](C)[CH2:13][CH2:14]N(C)C.[CH2:19]([Li])[CH2:20][CH2:21]C.CCCCCC>O1CCCC1>[C:13]([CH2:14][CH2:19][CH2:20][CH2:21][CH2:1][C:2]1[N:7]2[CH:8]=[N:9][CH:10]=[C:6]2[CH:5]=[CH:4][CH:3]=1)#[N:12]. Reactants: CCCCCC (hexane), ice, CC1=CC=CC=2N1C=NC2 (5-methylimidazo[1,5-a]pyridine), CN(CCN(C)C)C (tetramethylethylene diamine), C(CCC)[Li] (n-butyllithium). Run in O1CCCC1 (tetrahydrofuran), O1CCCC1 (tetrahydrofuran). Procedure details: A solution of 5-methylimidazo[1,5-a]pyridine (4.0 g) and tetramethylethylene diamine (4.9 g) in 100 ml of tetrahydrofuran is cooled to 0° under nitrogen and 26.5 ml of 1.6N n-butyllithium is hexane is added dropwise maintaining the temperature below 2°. After 30 minutes this solution is transferred under nitrogen over 45 minutes to an ice-cold solution of 5-bromovalerontrile (4.86 g) in 80 ml of tetrahydrofuran. After 15 minutes the solvent is evaporated and the residue is partitioned between wa... Reactants: CN1C=NC2=C1C=CC=C2 (1-methyl-benzimidazole), BrCC(=O)OCC (ethyl bromoacetate). Solvent: CCOCC (ether), CCOCC (ether). Product: [Br-].C(C)OC(=O)C[N+]1=CN(C2=C1C=CC=C2)C (1-ethoxycarbonylmethyl-3-methyl-benzimidazolium bromide). Isolated yield 62.0%. Reaction SMILES: [CH3:1][N:2]1[C:6]2[CH:7]=[CH:8][CH:9]=[CH:10][C:5]=2[N:4]=[CH:3]1.[Br:11][CH2:12][C:13]([O:15][CH2:16][CH3:17])=[O:14]>CCOCC>[Br-:11].[CH2:16]([O:15][C:13]([CH2:12][N+:4]1[C:5]2[CH:10]=[CH:9][CH:8]=[CH:7][C:6]=2[N:2]([CH3:1])[CH:3]=1)=[O:14])[CH3:17] |f:3.4|. Procedure: The 1-methyl-benzimidazole of Step A was dissolved in ether and 1.4 equivalents of ethyl bromoacetate were added thereto. The ether solution was allowed to stand for several days and the crystals formed were recovered for a 62% yield of 1-ethoxycarbonylmethyl-3-methyl-benzimidazolium bromide. After crystallization from an ethyl acetate-methanol mixture, the product melted at 160°-161° C.